This data is from the Open Reaction Database (ORD), a public repository of structured organic reaction records. The task is: describe an organic reaction: reactants, conditions, products, and yield Starting materials: [H][H] (hydrogen), [N+](=O)([O-])C=1C=C(C=2CN(C(C2C1)=O)C(CCC)CCC)C(=O)OC (methyl 6-nitro-1-oxo-2-(1-propylbutyl)isoindoline-4-carboxylate). The reagents and catalysts are [Pd] (palladium-on-carbon). Run in CO (methanol), CO (methanol). Reaction conditions: temperature 25 celsius, time 5 minute. The product is NC=1C=C(C=2CN(C(C2C1)=O)C(CCC)CCC)C(=O)OC (methyl 6-amino-1-oxo-2-(1-propylbutyl)isoindoline-4-carboxylate). The yield is 75.9%. Reaction SMILES: [H][H].[N+:3]([C:6]1[CH:7]=[C:8]([C:23]([O:25][CH3:26])=[O:24])[C:9]2[CH2:10][N:11]([CH:16]([CH2:20][CH2:21][CH3:22])[CH2:17][CH2:18][CH3:19])[C:12](=[O:15])[C:13]=2[CH:14]=1)([O-])=O>CO.[Pd]>[NH2:3][C:6]1[CH:7]=[C:8]([C:23]([O:25][CH3:26])=[O:24])[C:9]2[CH2:10][N:11]([CH:16]([CH2:20][CH2:21][CH3:22])[CH2:17][CH2:18][CH3:19])[C:12](=[O:15])[C:13]=2[CH:14]=1. Procedure details: In an autoclave, 1.52 g of methyl 6-nitro-1-oxo-2-(1-propylbutyl)isoindoline-4-carboxylate are dissolved in 15 cm3 of methanol. 100 mg of 5% palladium-on-carbon in suspension in 1 cm3 of methanol are added. The autoclave is placed under 2 bar of hydrogen pressure and the mixture is stirred for 5 min at a temperature in the vicinity of 25° C. The reaction medium is filtered through a celite pellet. The celite is rinsed using 2×10 cm3 of methanol, then the organic phase is concentrated using a rot... Reactants: [N-]=C=O (isocyanate), carbamates, C=1(C(=CC(=CC1)NC(=O)OCC)NC(=O)OCC)C (diethyl toluene-2,4-dicarbamate), alcohol, NC(=O)OCC (urethane). Reagents/catalysts: ferric chloride. The product is CC1=C(C=C(C=C1)N=C=O)N=C=O (toluene-2,4-diisocyanate). RXN SMILES: [N-]=C=O.NC(OCC)=O.[C:10]1([CH3:28])[C:11]([NH:22][C:23](OCC)=[O:24])=[CH:12][C:13]([NH:16][C:17](OCC)=[O:18])=[CH:14][CH:15]=1>>[CH3:28][C:10]1[CH:15]=[CH:14][C:13]([N:16]=[C:17]=[O:18])=[CH:12][C:11]=1[N:22]=[C:23]=[O:24]. Procedure: A more recent British Pat. No. 1,247,451 (1971) discloses that it was known that organic isocyanates can be produced by the non-catalytic pyrolysis of urethanes at temperatures above 250° C. but the yield is undesirably low, and if lower temperatures are employed the isocyanate and alcohol will react to reform the original urethane. This confirms the findings discussed hereinbefore wherein various expedients such as catalysts and low pressures were employed with specific carbamates. The aforemen... Reactants: COC1=CC=C(C=C1)C1=CC(N(N=C1C1=CC=C(C=C1)OC)CCC(=O)O)=O (5,6-bis(4-methoxyphenyl)-2-(2-carboxyethyl)-2H-pyridazin-3-one), C(C(=O)Cl)(=O)Cl (oxalyl chloride), C(C1=CC=CC=C1)N (benzylamine). Yields the product COC1=CC=C(C=C1)C1=CC(N(N=C1C1=CC=C(C=C1)OC)CCC(=O)NCC1=CC=CC=C1)=O (5,6-bis(4-methoxyphenyl)-2-[2-(benzylaminocarbonyl)ethyl]-2H-pyridazin-3-one). Yield: 52.2%. Reaction SMILES: [CH3:1][O:2][C:3]1[CH:8]=[CH:7][C:6]([C:9]2[C:14]([C:15]3[CH:20]=[CH:19][C:18]([O:21][CH3:22])=[CH:17][CH:16]=3)=[N:13][N:12]([CH2:23][CH2:24][C:25]([OH:27])=O)[C:11](=[O:28])[CH:10]=2)=[CH:5][CH:4]=1.C(Cl)(=O)C(Cl)=O.[CH2:35]([NH2:42])[C:36]1[CH:41]=[CH:40][CH:39]=[CH:38][CH:37]=1>>[CH3:1][O:2][C:3]1[CH:8]=[CH:7][C:6]([C:9]2[C:14]([C:15]3[CH:16]=[CH:17][C:18]([O:21][CH3:22])=[CH:19][CH:20]=3)=[N:13][N:12]([CH2:23][CH2:24][C:25]([NH:42][CH2:35][C:36]3[CH:41]=[CH:40][CH:39]=[CH:38][CH:37]=3)=[O:27])[C:11](=[O:28])[CH:10]=2)=[CH:5][CH:4]=1. Procedure: After 5,6-bis(4-methoxyphenyl)-2-(2-carboxyethyl)-2H-pyridazin-3-one was reacted with oxalyl chloride in a similar manner as in Example 113-(3), a further reaction was conducted with benzylamine, whereby the title compound was obtained in a yield of 52.2%. Reactants: NC1=CC(=C(C=C1)CN1OCC(C1=O)(C)C)Cl (2-[(4-amino-2-chlorophenyl)methyl]-4,4-dimethyl-3-isoxazolidinone), C(C=1C(O)=CC=CC1)=O (salicylaldehyde), O (water). Run in C(C)O (ethanol). Yields the product ClC1=C(C=CC(C1)=NCC1=C(C=CC=C1)O)CN1OCC(C1=O)(C)C (2-[[2-chloro-4-[(2-hydroxyphenyl)-methylimino]phenyl]methyl]-4,4-dimethyl-3-isoxazolidinone). As a reaction SMILES: [CH:1](=O)[C:2]1[C:3](=[CH:5][CH:6]=[CH:7][CH:8]=1)[OH:4].[NH2:10][C:11]1[CH:16]=[CH:15][C:14]([CH2:17][N:18]2[C:22](=[O:23])[C:21]([CH3:25])([CH3:24])[CH2:20][O:19]2)=[C:13]([Cl:26])[CH:12]=1.O>C(O)C>[Cl:26][C:13]1[CH2:12][C:11](=[N:10][CH2:1][C:2]2[CH:8]=[CH:7][CH:6]=[CH:5][C:3]=2[OH:4])[CH:16]=[CH:15][C:14]=1[CH2:17][N:18]1[C:22](=[O:23])[C:21]([CH3:25])([CH3:24])[CH2:20][O:19]1. Reported procedure: A warmed solution of 0.48 gram (0.004 mole) of salicylaldehyde in 35 mL of ethanol was stirred, and 1.0 gram (0.004 mole) of 2-[(4-amino-2-chlorophenyl)methyl]-4,4-dimethyl-3-isoxazolidinone was added in one portion. The reaction mixture was heated an additional 30 minutes and then 15 mL of water was added. The mixture was filtered, and the filtrate was cooled. The resultant oily suspension solidified when abraded. The solid was collected by filtration to yield, when dried, 0.87 gram of 2-[[2-ch... The reactants are Cl.NCC#N (aminoacetonitrile hydrochloride), CCN=C=NCCCN(C)C (EDCI), C=1C=CC2=C(C1)N=NN2O (HOBT), CN1CCOCC1 (N-methylmorpholine), C(C)(C)(C)OC(=O)N[C@@H]1[C@@H](CCCC1)C(=O)O ((1R,2S)-2-[(tert-butoxycarbonyl)amino]cyclohexanecarboxylic acid). The solvent is CN(C)C=O (DMF). Conditions: time 8 hour. Yields the product C(#N)CNC(=O)[C@H]1[C@H](CCCC1)NC(OC(C)(C)C)=O (tert-butyl (1S,2R)-2-{[(cyanomethyl)amino]carbonyl}cyclohexylcarbamate). Yield: 99.9%. RXN SMILES: [C:1]([O:5][C:6]([NH:8][C@H:9]1[CH2:14][CH2:13][CH2:12][CH2:11][C@H:10]1[C:15]([OH:17])=O)=[O:7])([CH3:4])([CH3:3])[CH3:2].Cl.[NH2:19][CH2:20][C:21]#[N:22].CCN=C=NCCCN(C)C.C1C=CC2N(O)N=NC=2C=1.CN1CCOCC1>CN(C=O)C>[C:20]([CH2:21][NH:22][C:15]([C@@H:10]1[CH2:11][CH2:12][CH2:13][CH2:14][C@@H:9]1[NH:8][C:6](=[O:7])[O:5][C:1]([CH3:2])([CH3:3])[CH3:4])=[O:17])#[N:19] |f:1.2|. Procedure: To 5.05 g (20.75 mmol) of the acid of step 2 dissolved in 40 mL DMF was added 1.92 g (20.75 mmol) aminoacetonitrile hydrochloride, 3.98 g (20.75 mmol) of EDCI, 2.80 g (20.75 mmol) of HOBT and 7.98 mL (72.63 mmol) of N-methylmorpholine. The reaction mixture was stirred at room temperature overnight, partitioned between ethyl acetate and water, dried over magnesium sulfate and concentrated to obtain 5.83 g of the crude tert-butyl (1S,2R)-2-{[(cyanomethyl)amino]carbonyl}cyclohexylcarbamate. The reactants are CCOC=CC#N, CCO, NCc1ccccc1. Yields the product N#CC=CNCc1ccccc1. As a reaction SMILES: [CH2:1]([O:2][CH:4]=[CH:5][C:6]#[N:7])[CH3:3].[CH3:16][CH2:17][OH:18].[NH2:8][CH2:9][c:10]1[cH:11][cH:12][cH:13][cH:14][cH:15]1>>[CH:4](=[CH:5][C:6]#[N:7])[NH:8][CH2:9][c:10]1[cH:11][cH:12][cH:13][cH:14][cH:15]1. The reactants are Cc1ccc(B2OC(C)(C)C(C)(C)O2)c2cc[nH]c12, Cc1ccccc1, CCO, CN1CCN(Cc2cc3nc(Cl)nc(N4CCOCC4)c3s2)CC1, [Na+], [Na+], O=C([O-])[O-], O. The product is Cc1ccc(-c2nc(N3CCOCC3)c3sc(CN4CCN(C)CC4)cc3n2)c2cc[nH]c12. As a reaction SMILES: [CH3:25][c:26]1[cH:27][cH:28][c:29]([B:35]2[O:36][C:37]([CH3:38])([CH3:39])[C:40]([CH3:41])([CH3:42])[O:43]2)[c:30]2[cH:31][cH:32][nH:33][c:34]12.[CH3:50][c:51]1[cH:52][cH:53][cH:54][cH:55][cH:56]1.[CH3:57][CH2:58][OH:59].[Cl:1][c:2]1[n:3][c:4]([N:19]2[CH2:20][CH2:21][O:22][CH2:23][CH2:24]2)[c:5]2[c:6]([n:7]1)[cH:8][c:9]([CH2:11][N:12]1[CH2:13][CH2:14][N:15]([CH3:18])[CH2:16][CH2:17]1)[s:10]2.[Na+:44].[Na+:45].[O-:46][C:47](=[O:48])[O-:49].[OH2:60]>>[c:2]1(-[c:29]2[cH:28][cH:27][c:26]([CH3:25])[c:34]3[c:30]2[cH:31][cH:32][nH:33]3)[n:3][c:4]([N:19]2[CH2:20][CH2:21][O:22][CH2:23][CH2:24]2)[c:5]2[c:6]([n:7]1)[cH:8][c:9]([CH2:11][N:12]1[CH2:13][CH2:14][N:15]([CH3:18])[CH2:16][CH2:17]1)[s:10]2. The reactants are C(CC)[C@@H]1CC[C@H](CC1)C1=CC=C(C=O)C=C1 (4-(trans-4'-propylcyclohexyl)benzaldehyde), C1(=CC=CC=C1)P(C1=CC=CC=C1)C1=CC=CC=C1 (triphenylphosphine), C(Br)(Br)(Br)Br (carbon tetrabromide). The solvent is ClCCl (dichloromethane), ClCCl (dichloromethane), ClCCl (dichloromethane). Run at time 1 hour. Product: C(CC)[C@@H]1CC[C@H](CC1)C1=CC=C(C=C(Br)Br)C=C1 (4-(trans-4'-propylcyclohexyl)-β,β-dibromostyrene). The yield is 95.4%. RXN SMILES: [C:1]([Br:5])(Br)(Br)[Br:2].C1(P(C2C=CC=CC=2)C2C=CC=CC=2)C=CC=CC=1.[CH2:25]([C@H:28]1[CH2:33][CH2:32][C@H:31]([C:34]2[CH:41]=[CH:40][C:37]([CH:38]=O)=[CH:36][CH:35]=2)[CH2:30][CH2:29]1)[CH2:26][CH3:27]>ClCCl>[CH2:25]([C@H:28]1[CH2:33][CH2:32][C@H:31]([C:34]2[CH:35]=[CH:36][C:37]([CH:38]=[C:1]([Br:5])[Br:2])=[CH:40][CH:41]=2)[CH2:30][CH2:29]1)[CH2:26][CH3:27]. Procedure details: 26.9 g of carbon tetrabromide was dissolved in 82 ml of dichloromethane, and 42.6 g of triphenylphosphine was added at 0° C. or less. Next, 10 g of 4-(trans-4'-propylcyclohexyl)benzaldehyde was dissolved in 41 ml of dichloromethane, which then was added dropwise to the first dichloromethane solution over a period of one hour. The combined solutions were then agitated at room temperature for one hour. After completion of the reaction, the dichloromethane was distilled off, and 500 ml of hexane wa...